From a dataset of the Open Reaction Database (ORD), a public repository of structured organic reaction records. describe an organic reaction: reactants, conditions, products, and yield Starting materials: C1(=CC=CC=C1)C1=NC=C2N1C(NN=C2)=O (6-phenyl-imidazo[15-d]-as-triazin-4(3H)-one), BrBr (bromine). Run in C(Cl)(Cl)Cl (chloroform), C(Cl)(Cl)Cl (chloroform). Product: BrC=1N=C(N2C(NN=CC21)=O)C2=CC=CC=C2 (8-Bromo-6-phenyl-imidazo[1,5-d]-as-triazin-4(3H)-one). RXN SMILES: [C:1]1([C:7]2[N:11]3[C:12](=[O:16])[NH:13][N:14]=[CH:15][C:10]3=[CH:9][N:8]=2)[CH:6]=[CH:5][CH:4]=[CH:3][CH:2]=1.[Br:17]Br>C(Cl)(Cl)Cl>[Br:17][C:9]1[N:8]=[C:7]([C:1]2[CH:2]=[CH:3][CH:4]=[CH:5][CH:6]=2)[N:11]2[C:10]=1[CH:15]=[N:14][NH:13][C:12]2=[O:16]. Reported procedure: A 3.0 gm. portion of 6-phenyl-imidazo[15-d]-as-triazin-4(3H)-one is stirred with 100 ml. of chloroform. The mixture is heated slightly and a solution of 1 ml. of bromine in 10 l ml. of chloroform is slowly dripped into the reaction mixture. The mixture is refluxed for 1 hour, cooled to room temperature, and filtered. To the solid is added aqueous Na2CO3 and chloroform and the mixture is shaken in a separatory funnel. The remaining solid and the organic phase are combined and evaporated on a stea...